This data is from the Open Reaction Database (ORD), a public repository of structured organic reaction records. The task is: describe an organic reaction: reactants, conditions, products, and yield Starting materials: COC=1C=C2C(CCOC2=CC1)C(=O)O (6-methoxychroman-4-carboxylic acid), CN(C1=CC=C(C=C1)CNC1=CC=C(C=C1)C(C)C)C ([(4-dimethylaminophenyl)methyl](4-isopropylphenyl)amine). Yields the product CN(C1=CC=C(C=C1)CN(C(=O)C1CCOC2=CC=C(C=C12)OC)C1=CC=C(C=C1)C(C)C)C (N-[(4-dimethylaminophenyl) methyl]-N-(4-isopropylphenyl)-6-methoxychroman-4-carboxamide). Yield: 25.2%. RXN SMILES: [CH3:1][O:2][C:3]1[CH:4]=[C:5]2[C:10](=[CH:11][CH:12]=1)[O:9][CH2:8][CH2:7][CH:6]2[C:13]([OH:15])=O.[CH3:16][N:17]([CH3:35])[C:18]1[CH:23]=[CH:22][C:21]([CH2:24][NH:25][C:26]2[CH:31]=[CH:30][C:29]([CH:32]([CH3:34])[CH3:33])=[CH:28][CH:27]=2)=[CH:20][CH:19]=1>>[CH3:16][N:17]([CH3:35])[C:18]1[CH:19]=[CH:20][C:21]([CH2:24][N:25]([C:26]2[CH:31]=[CH:30][C:29]([CH:32]([CH3:33])[CH3:34])=[CH:28][CH:27]=2)[C:13]([CH:6]2[C:5]3[C:10](=[CH:11][CH:12]=[C:3]([O:2][CH3:1])[CH:4]=3)[O:9][CH2:8][CH2:7]2)=[O:15])=[CH:22][CH:23]=1. Reported procedure: By the reaction and treatment in the same manner as in Example 1 using 6-methoxychroman-4-carboxylic acid (0.54 g) and [(4-dimethylaminophenyl)methyl](4-isopropylphenyl)amine (0.7 g) as starting materials, N-[(4-dimethylaminophenyl) methyl]-N-(4-isopropylphenyl)-6-methoxychroman-4-carboxamide (0.3 g) was obtained. melting point: 82-84° C.